Dataset: the Open Reaction Database (ORD), a public repository of structured organic reaction records. Task: describe an organic reaction: reactants, conditions, products, and yield Reactants: ClC(Cl)Cl, CC1(COC2CC3C4CCC5=CC(=O)CCC5(C)C4(F)C(O)CC3(C)C2(O)C(=O)CO)CO1, [O-][I+3]([O-])([O-])O, C1CCOC1, O. As a reaction SMILES: [CH:45]([Cl:46])([Cl:47])[Cl:48].[F:1][C:2]12[C:3]3([CH3:33])[CH2:4][CH2:5][C:6](=[O:32])[CH:7]=[C:8]3[CH2:9][CH2:10][CH:11]1[CH:12]1[CH2:13][CH:14]([O:26][CH2:27][C:28]3([CH3:31])[O:29][CH2:30]3)[C:15]([C:16]([CH2:17][OH:18])=[O:19])([OH:25])[C:20]1([CH3:24])[CH2:21][CH:22]2[OH:23].[I+3:34]([OH:35])([O-:36])([O-:37])[O-:38].[O:39]1[CH2:40][CH2:41][CH2:42][CH2:43]1.[OH2:44]>>[F:1][C:2]12[C:3]3([CH3:33])[CH2:4][CH2:5][C:6](=[O:32])[CH:7]=[C:8]3[CH2:9][CH2:10][CH:11]1[CH:12]1[CH2:13][CH:14]([O:26][CH2:27][C:28](=[O:29])[CH3:30])[C:15]([C:16]([CH2:17][OH:18])=[O:19])([OH:25])[C:20]1([CH3:24])[CH2:21][CH:22]2[OH:23]. Product: CC(=O)COC1CC2C3CCC4=CC(=O)CCC4(C)C3(F)C(O)CC2(C)C1(O)C(=O)CO. Reactants: COC(=O)c1cc(OC(C)C)cc2occc12, ClC(Cl)Cl, O=C1CCC(=O)N1Br. The product is COC(=O)c1cc(OC(C)C)cc2oc(Br)cc12. RXN SMILES: [CH:1]([CH3:2])([CH3:3])[O:4][c:5]1[cH:6][c:7]2[c:8]([cH:9][cH:10][o:11]2)[c:12]([C:14](=[O:15])[O:16][CH3:17])[cH:13]1.[Cl:26][CH:27]([Cl:28])[Cl:29].[O:18]=[C:19]1[N:20]([Br:25])[C:21](=[O:22])[CH2:23][CH2:24]1>>[CH:1]([CH3:2])([CH3:3])[O:4][c:5]1[cH:6][c:7]2[c:8]([cH:9][c:10]([Br:25])[o:11]2)[c:12]([C:14](=[O:15])[O:16][CH3:17])[cH:13]1. The reactants are COC=1C=C(C=CC1)C(=[N+]=[N-])C1=CC(=CC=C1)OC (bis(3-methoxyphenyl)diazomethane), COC=1C=C(C(C2=CC(=CC=C2)OC)=NN)C=CC1 (3,3'-dimethoxybenzophenone hydrazone), O=CC(C)=C (methacrolein). The reagents and catalysts are [O-2].[O-2].[Mn+4] (manganese dioxide). Solvent: ClCCl (dichloromethane), CCCCCCC (heptane). Reaction conditions: temperature 40 celsius, time 16 hour. The product is COC=1C=C(C=CC1)C1(C(C1)(C=O)C)C1=CC(=CC=C1)OC (2,2-bis(3-methoxyphenyl)1-methylcyclopropanecarboxaldehyde). Reaction SMILES: [CH3:1][O:2][C:3]1[CH:4]=[C:5]([C:9]([C:12]2[CH:17]=[CH:16][CH:15]=[C:14]([O:18][CH3:19])[CH:13]=2)=[N+]=[N-])[CH:6]=[CH:7][CH:8]=1.COC1C=C(C=CC=1)C(=NN)C1C=CC=C(OC)C=1.[O:39]=[CH:40][C:41](=[CH2:43])[CH3:42]>ClCCl.CCCCCCC.[O-2].[O-2].[Mn+4]>[CH3:1][O:2][C:3]1[CH:4]=[C:5]([C:9]2([C:12]3[CH:17]=[CH:16][CH:15]=[C:14]([O:18][CH3:19])[CH:13]=3)[CH2:42][C:41]2([CH3:43])[CH:40]=[O:39])[CH:6]=[CH:7][CH:8]=1 |f:5.6.7|. Reported procedure: A solution of bis(3-methoxyphenyl)diazomethane, prepared as in Example 84 from 3,3'-dimethoxybenzophenone hydrazone (18.7 g) and activated manganese dioxide (24.3 g) in dichloromethane (125 mL) was added to a solution of methacrolein (10.8 mL) in heptane (70 mL) over 10 minutes at 40° C. The mixture was stirred at 40° C. for 16 hours, and then after the dichloromethane was distilled off, at 85° C. for 1 hour. The solvent was removed in vacuo and the residue was purified by HPLC (ethyl acetate-he... Starting materials: COCCN (2-methoxyethylamine), O=C1N(C2=CC=CC=C2C12C1=C(OC2)C=C2OCCC2=C1)CC=1C=C(C(=O)O)C=CC1 (3-[(2′-oxo-5,6-dihydrospiro[benzo[1,2-b:5,4-b′]difuran-3,3′-indol]-1′(2′H)-yl)methyl]benzoic acid), C1(CCCCC1)CN (cyclohexanemethylamine), O=C1N(C2=CC=CC=C2C12C1=C(OC2)C=C2OCCC2=C1)CC1=CC=C(C(=O)O)C=C1 (4-[(2′-oxo-5,6-dihydrospiro[benzo[1,2-b:5,4-b′]difuran-3,3′-indol]-1′(2′H)-yl)methyl]benzoic acid). The product is COCCNC(C1=CC=C(C=C1)CN1C(C2(C3=CC=CC=C13)C1=C(OC2)C=C2OCCC2=C1)=O)=O (N-(2-methoxyethyl)-4-[(2′-oxo-5,6-dihydrospiro[benzo[1,2-b:5,4-b′]difuran-3,3′-indol]-1′(2′H)-yl)methyl]benzamide). Reaction SMILES: [CH3:1][O:2][CH2:3][CH2:4][NH2:5].C1(CN)CCCCC1.[O:14]=[C:15]1[C:23]2([CH2:27][O:26][C:25]3[CH:28]=[C:29]4[C:33](=[CH:34][C:24]2=3)[CH2:32][CH2:31][O:30]4)[C:22]2[C:17](=[CH:18][CH:19]=[CH:20][CH:21]=2)[N:16]1[CH2:35][C:36]1[CH:44]=[CH:43][C:39]([C:40](O)=[O:41])=[CH:38][CH:37]=1.O=C1C2(COC3C=C4C(=CC2=3)CCO4)C2C(=CC=CC=2)N1CC1C=C(C=CC=1)C(O)=O>>[CH3:1][O:2][CH2:3][CH2:4][NH:5][C:40](=[O:41])[C:39]1[CH:43]=[CH:44][C:36]([CH2:35][N:16]2[C:17]3[C:22](=[CH:21][CH:20]=[CH:19][CH:18]=3)[C:23]3([CH2:27][O:26][C:25]4[CH:28]=[C:29]5[C:33](=[CH:34][C:24]3=4)[CH2:32][CH2:31][O:30]5)[C:15]2=[O:14])=[CH:37][CH:38]=1. Procedure: Following the procedure as described in EXAMPLE 12 and making non-critical variations using 2-methoxyethylamine to replace cyclohexanemethylamine, and 4-[(2′-oxo-5,6-dihydrospiro[benzo[1,2-b:5,4-b′]difuran-3,3′-indol]-1′(2′H)-yl)methyl]benzoic acid to replace 3-[(2′-oxo-5,6-dihydrospiro[benzo[1,2-b:5,4-b′]difuran-3,3′-indol]-1′(2′H)-yl)methyl]benzoic acid, N-(2-methoxyethyl)-4-[(2′-oxo-5,6-dihydrospiro[benzo[1,2-b:5,4-b′]difuran-3,3′-indol]-1′(2′H)-yl)methyl]benzamide was obtained (49%) as a col... Product: C(C)OC=1C=C(C=CC1O)C=CC(C)=O (4-(3-Ethoxy-4-hydroxyphenyl)-3-buten-2-one). Reactants: [OH-].[Na+] (sodium hydroxide), C(C)OC=1C=C(C=O)C=CC1O (3-ethoxy-4-hydroxybenzaldehyde), CC(=O)C (acetone), Cl (hydrochloric acid). Reported procedure: 10% sodium hydroxide aqueous solution (80 ml) was added under stirring to a solution of 3-ethoxy-4-hydroxybenzaldehyde (16.6 g, 100 mmol) in acetone (50 ml), 95% ethanol (50 ml) and water (400 ml). The reaction mixture was stirred for 24 hr at room temperature, after the reaction completed, the reaction mixture was neutralized with 6N hydrochloric acid to adjust pH=7.0, the precipitated yellow solid was collected by filtration, washed with water and ethanol successively, dried, and then recrysta... Run at time 24 hour. Isolated yield 70.4%. As a reaction SMILES: [OH-].[Na+].[CH2:3]([O:5][C:6]1[CH:7]=[C:8]([CH:11]=[CH:12][C:13]=1[OH:14])[CH:9]=O)[CH3:4].Cl.[CH3:16][C:17]([CH3:19])=[O:18]>C(O)C.O>[CH2:3]([O:5][C:6]1[CH:7]=[C:8]([CH:9]=[CH:16][C:17](=[O:18])[CH3:19])[CH:11]=[CH:12][C:13]=1[OH:14])[CH3:4] |f:0.1|. Solvent: C(C)O (ethanol), O (water). Reactants: NC1=CC(=C(C=C1)C)C (3,4-xylidine), C(C)C(=O)CC (diethyl ketone), C(#N)[BH3-].[Na+] (sodium cyanoborohydride), 3A, C(C)(=O)O (acetic acid). Run in CO (methanol). Run at time 0.5 hour. Product: C(C)C(CC)NC1=CC(=C(C=C1)C)C (N-(1-Ethylpropyl)-3,4-Xylidine). Yield: 97.5%. As a reaction SMILES: [NH2:1][C:2]1[CH:7]=[CH:6][C:5]([CH3:8])=[C:4]([CH3:9])[CH:3]=1.[CH2:10]([C:12]([CH2:14][CH3:15])=O)[CH3:11].C([BH3-])#N.[Na+].C(O)(=O)C>CO>[CH2:10]([CH:12]([NH:1][C:2]1[CH:7]=[CH:6][C:5]([CH3:8])=[C:4]([CH3:9])[CH:3]=1)[CH2:14][CH3:15])[CH3:11] |f:2.3|. Procedure: A solution of 3,4-xylidine (1.2 g., 0.01 mole) and diethyl ketone (5 ml.) in methanol (20 ml.) is stirred at room temperature in the presence of sodium cyanoborohydride (1.1 g.) and 3A molecular sieves (3.0 g.). The pH is monitored each half hour and maintained at 6 by adding acetic acid in 5 drop portions as required. After 7 hours, the sieves are removed by filtration and the filtrate is diluted with water (100 ml.) and then acidified with hydrochloric acid. The solution is then basified with ...